Dataset: the Open Reaction Database (ORD), a public repository of structured organic reaction records. Task: describe an organic reaction: reactants, conditions, products, and yield The reactants are C(C1=CC=CC=C1)OC=1C=CC2=C(C=C(O2)C=O)C1C(C)(C)C (5-Benzyloxy-4-tert-butyl-2-formylbenzofuran). The reagents and catalysts are [Pd] (Pd on carbon). Run in mixed solution, C(C)(=O)OCC (ethyl acetate), C(C)(=O)O (acetic acid). Reaction conditions: time 48 hour. Yields the product C(C)(C)(C)C1=C(C=CC2=C1CC(O2)CO)O (4-tert-butyl-5-hydroxy-2-hydroxymethyl-2,3-dihydrobenzofuran). Yield: 87.2%. RXN SMILES: C([O:8][C:9]1[CH:10]=[CH:11][C:12]2[O:16][C:15]([CH:17]=[O:18])=[CH:14][C:13]=2[C:19]=1[C:20]([CH3:23])([CH3:22])[CH3:21])C1C=CC=CC=1>C(OCC)(=O)C.C(O)(=O)C.[Pd]>[C:20]([C:19]1[C:13]2[CH2:14][CH:15]([CH2:17][OH:18])[O:16][C:12]=2[CH:11]=[CH:10][C:9]=1[OH:8])([CH3:23])([CH3:21])[CH3:22]. Procedure details: 5-Benzyloxy-4-tert-butyl-2-formylbenzofuran (5.0 g, 16 mmol) was dissolved in a 25:1 mixed solution (260 ml) of ethyl acetate and acetic acid. After adding 10% Pd on carbon (5.0 g), the solution was stirred under a hydrogen atmosphere for 48 h. After filtering off the Pd on carbon, the filtrate was washed with a saturated aqueous solution of sodium hydrogen carbonate, dried over anhydrous magnesium sulfate and concentrated. The concentrate was subjected to silica gel chromatography and eluted wi... Reactants: C(#N)CC1=C(C=CC=C1)NC(C1=CN=CC=C1)=O (N-(2-cyanomethyl-phenyl)-nicotinamide), [H-].[Na+] (NaH). Solvent: CN(C)C=O (DMF), C(C)(=O)OCC (ethyl acetate). Reaction conditions: temperature 130 celsius, time 18 hour. Yields the product N1=CC(=CC=C1)C=1NC2=CC=CC=C2C1C#N (2-pyridin-3-yl-1H-indole-3-carbonitrile). RXN SMILES: [C:1]([CH2:3][C:4]1[CH:9]=[CH:8][CH:7]=[CH:6][C:5]=1[NH:10][C:11](=O)[C:12]1[CH:17]=[CH:16][CH:15]=[N:14][CH:13]=1)#[N:2].[H-].[Na+]>CN(C=O)C.C(OCC)(=O)C>[N:14]1[CH:15]=[CH:16][CH:17]=[C:12]([C:11]2[NH:10][C:5]3[C:4]([C:3]=2[C:1]#[N:2])=[CH:9][CH:8]=[CH:7][CH:6]=3)[CH:13]=1 |f:1.2|. Procedure: N-(2-cyanomethyl-phenyl)-nicotinamide (0.095 g, 0.384 mmol) is dissolved in DMF (3 mL). NaH (60%, 0.015 g, 0.384 mmol) is added and the mixture is heated to 130° C. After 18 h, the mixture is cooled down, diluted with ethyl acetate, and washed with 1M aqueous sodium hydroxide. The combined washings are back-extracted with ethyl acetate. The combined organic phase is dried over magnesium sulfate, filtered and concentrated in vacuo. The residue is purified by silica gel flash chromatography (dichl... Starting materials: CC1(CC=2C(=C(SC2)C(=O)O)CC1)C (5,5-dimethyl-4,5,6,7-tetrahydro-benzo[c]thiophene-1-carboxylic acid), C(CC(O)(C(=O)O)CC(=O)O)(=O)O (citric acid), CN(C)C=O (DMF). The solvent is C1CCOC1 (THF), C(C)(C)(C)[Li] (tert.-butyllithium). Reaction conditions: temperature -30 celsius, time 30 minute. The product is C(=O)C1=C2C(=C(S1)C(=O)O)CCC(C2)(C)C (3-formyl-5,5-dimethyl-4,5,6,7-tetrahydro-benzo[c]thiophene-1-carboxylic acid). Isolated yield 101.5%. RXN SMILES: [CH3:1][C:2]1([CH3:14])[CH2:13][CH2:12][C:5]2=[C:6]([C:9]([OH:11])=[O:10])[S:7][CH:8]=[C:4]2[CH2:3]1.CN([CH:18]=[O:19])C.C(O)(=O)CC(CC(O)=O)(C(O)=O)O>C1COCC1.C([Li])(C)(C)C>[CH:18]([C:8]1[S:7][C:6]([C:9]([OH:11])=[O:10])=[C:5]2[CH2:12][CH2:13][C:2]([CH3:14])([CH3:1])[CH2:3][C:4]=12)=[O:19]. Procedure details: To a cooled (−78° C.) solution of 5,5-dimethyl-4,5,6,7-tetrahydro-benzo[c]thiophene-1-carboxylic acid (2.00 g, 9.51 mmol) in THF (40 mL), tert.-butyllithium (15.8 mL, 1.5 M in pentane) is added. The mixture is stirred at −30° C. for 30 min and cooled again to −78° C. before DMF (2 mL, 27.4 mmol) is added. Stirring is continued for 5 min. The reaction mixture is poured onto 10% aq. citric acid solution and extracted twice with EA. The combined organic extracts are washed with brine, dried over Na... Reactants: mixture, Cl (HCl), CN(C)C=O (DMF), C12(CC3CC(CC(C1)C3)C2)C2=C(C=CC(=C2)Br)OC (2-(1-adamantyl)-4-bromo anisole), II (iodine), [Mg] (magnesium). The solvent is ClCCl (dichloromethane), C1CCOC1 (THF). Reaction conditions: time 30 minute. Yields the product C12(CC3CC(CC(C1)C3)C2)C=2C=C(C=O)C=CC2OC (3-(1-adamantyl)-4-methoxy benzaldehyde). Reaction SMILES: [C:1]12([C:11]3[CH:16]=[C:15](Br)[CH:14]=[CH:13][C:12]=3[O:18][CH3:19])[CH2:10][CH:5]3[CH2:6][CH:7]([CH2:9][CH:3]([CH2:4]3)[CH2:2]1)[CH2:8]2.[Mg].II.CN([CH:26]=[O:27])C.Cl>C1COCC1.ClCCl>[C:1]12([C:11]3[CH:16]=[C:15]([CH:14]=[CH:13][C:12]=3[O:18][CH3:19])[CH:26]=[O:27])[CH2:10][CH:5]3[CH2:6][CH:7]([CH2:9][CH:3]([CH2:4]3)[CH2:2]1)[CH2:8]2. Procedure: 11.09 g (37 mmoles) of 2-(1-adamantyl)-4-bromo anisole dissolved in 85 ml of THF are slowly added to 1 g of magnesium and an iodine crystal. At the beginning of the addition, the reaction mixture is heated until the reaction begins, then the remainder of the solution is added in a manner to maintain a regular reflux. This reaction mixture is heated at reflux for 30 minutes after the end of the addition at which point 2.70 g (37 mmoles) of dry DMF are added. The reaction mixture is then stirred f... Reaction conditions: time 15 minute. Procedure: Cp2ZrHCl (206 mg, 0.80 mmol, 2.0 eq.) was added to a stirred, room temperature, solution of 5-bromo-1-pentene (0.12 mL, 1.0 mmol, 2.5 eq.) in CH2Cl2 (0.40 mL) under an argon atmosphere. After stirring for about 15 min, the resulting clear yellow solution was transferred via syringe over about 1 min to a clear colourless stirred solution of CuOTf-ligand complex (30.0 mg, 0.040 mmol, 0.10 eq.) in Et2O (2.0 mL) under an argon atmosphere. The resulting dark mixture was allowed to stir for an additio... As a reaction SMILES: [Br:1][CH2:2][CH2:3][CH2:4][CH:5]=[CH2:6].[CH3:7][C@:8]12[CH2:25][CH2:24][C@H:23]3[C@@H:13]([CH2:14][CH2:15][C:16]4[C@:21]3([CH3:22])[CH:20]=[CH:19][C:18](=[O:26])[CH:17]=4)[C@@H:12]1[CH2:11][CH2:10][C:9]2=[O:27].C[Si](Cl)(C)C>C(Cl)Cl.CCOCC>[Br:1][CH2:2][CH2:3][CH2:4][CH2:5][CH2:6][C@@H:20]1[C@@:21]2([CH3:22])[C:16]([CH2:15][CH2:14][C@@H:13]3[C@@H:23]2[CH2:24][CH2:25][C@@:8]2([CH3:7])[C@H:12]3[CH2:11][CH2:10][C:9]2=[O:27])=[CH:17][C:18](=[O:26])[CH2:19]1. The yield is 8.0%. Run in C(Cl)Cl (CH2Cl2), CCOCC (Et2O). The product is EtOAc DCM petrol, BrCCCCC[C@H]1CC(C=C2CC[C@H]3[C@@H]4CCC([C@@]4(C)CC[C@@H]3[C@@]12C)=O)=O ((+)-1α-(5-Bromopentyl)-4-androstene-3,17-dione). Reactants: BrCCCC=C (5-bromo-1-pentene), C[C@@]12C(CC[C@H]1[C@@H]1CCC3=CC(C=C[C@]3(C)[C@H]1CC2)=O)=O (1,4-androstadiene-3,17-dione), C[Si](C)(C)Cl (TMSCl), CuOTf, complex. Reactants: C(#N)N=C(C1=CC=CC=C1)OCC (ethyl N-cyanobenzimidate), C(#N)C1=CC2=C(OC([C@H]([C@@H]2N)O)(C)C)C=C1 (6-cyano-3,4-dihydro-2,2-dimethyl-trans-4-amino-2H-benzo[b]pyran-3-ol). The solvent is CN(C=O)C (dimethylformamide), C(C)(=O)OCC (ethyl acetate). The product is C(#N)C1=CC2=C(OC([C@H]([C@@H]2NC(C2=CC=CC=C2)=NC#N)O)(C)C)C=C1 (6-cyano-3,4-dihydro-2,2-dimethyl-trans-4-[(N-cyano-benzimidoyl)amino]-2H-benzo[b]pyran-3-ol). As a reaction SMILES: [C:1]([N:3]=[C:4](OCC)[C:5]1[CH:10]=[CH:9][CH:8]=[CH:7][CH:6]=1)#[N:2].[C:14]([C:16]1[CH:29]=[CH:28][C:19]2[O:20][C:21]([CH3:27])([CH3:26])[C@@H:22]([OH:25])[C@H:23]([NH2:24])[C:18]=2[CH:17]=1)#[N:15]>CN(C)C=O.C(OCC)(=O)C>[C:14]([C:16]1[CH:29]=[CH:28][C:19]2[O:20][C:21]([CH3:27])([CH3:26])[C@@H:22]([OH:25])[C@H:23]([NH:24][C:4](=[N:3][C:1]#[N:2])[C:5]3[CH:6]=[CH:7][CH:8]=[CH:9][CH:10]=3)[C:18]=2[CH:17]=1)#[N:15]. Reported procedure: 1.89 g of ethyl N-cyanobenzimidate was dissolved in 5 ml of dimethylformamide, and 2.15 g of 6-cyano-3,4-dihydro-2,2-dimethyl-trans-4-amino-2H-benzo[b]pyran-3-ol was added thereto. The mixture was reacted at a temperature of from 100° to 120° C. for 2 hours. The reaction mixture was cooled, then dissolved in 100 ml of ethyl acetate, washed four times with a saturated sodium chloride aqueous solution and then dried over anhydrous sodium sulfate. Then, ethyl acetate was distilled off under reduced...